From a dataset of the Open Reaction Database (ORD), a public repository of structured organic reaction records. describe an organic reaction: reactants, conditions, products, and yield The reactants are ClC=1C=C(CN)C=CC1OC (3-chloro-4-methoxy-benzylamine), COC(C1=CC=C(C=C1)C=1N=C(C2=C(N1)SC(=C2)C)Cl)=O (4-(4-chloro-6-methyl-thieno-[2,3-d]-pyrimidin-2-yl)-benzoic acid methylester). Product: COC(C1=CC=C(C=C1)C=1N=C(C2=C(N1)SC(=C2)C)NCC2=CC(=C(C=C2)OC)Cl)=O (4-[4-(3-chloro-4-methoxybenzylamino)-6-methyl-thieno-[2,3-d]-pyrimidin-2-yl]-benzoic acid methylester). RXN SMILES: [Cl:1][C:2]1[CH:3]=[C:4]([CH:7]=[CH:8][C:9]=1[O:10][CH3:11])[CH2:5][NH2:6].[CH3:12][O:13][C:14](=[O:32])[C:15]1[CH:20]=[CH:19][C:18]([C:21]2[N:22]=[C:23](Cl)[C:24]3[CH:29]=[C:28]([CH3:30])[S:27][C:25]=3[N:26]=2)=[CH:17][CH:16]=1>>[CH3:12][O:13][C:14](=[O:32])[C:15]1[CH:16]=[CH:17][C:18]([C:21]2[N:22]=[C:23]([NH:6][CH2:5][C:4]3[CH:7]=[CH:8][C:9]([O:10][CH3:11])=[C:2]([Cl:1])[CH:3]=3)[C:24]3[CH:29]=[C:28]([CH3:30])[S:27][C:25]=3[N:26]=2)=[CH:19][CH:20]=1. Reported procedure: The reaction of 3-chloro-4-methoxy-benzylamine with 4-(4-chloro-6-methyl-thieno-[2,3-d]-pyrimidin-2-yl)-benzoic acid methylester yields 4-[4-(3-chloro-4-methoxybenzylamino)-6-methyl-thieno-[2,3-d]-pyrimidin-2-yl]-benzoic acid methylester. Reactants: NC=1C=C(C(=O)O)C=CC1NC (3-amino-4-(methylamino)benzoic acid), C(=O)O (formic acid). Solvent: O (water). Run at temperature 85 celsius. Product: CN1C=NC2=C1C=CC(=C2)C(=O)O (1-methyl-1H-benzo[d]imidazole-5-carboxylic acid). The yield is 84.0%. RXN SMILES: [NH2:1][C:2]1[CH:3]=[C:4]([CH:8]=[CH:9][C:10]=1[NH:11][CH3:12])[C:5]([OH:7])=[O:6].[CH:13](O)=O>O>[CH3:12][N:11]1[C:10]2[CH:9]=[CH:8][C:4]([C:5]([OH:7])=[O:6])=[CH:3][C:2]=2[N:1]=[CH:13]1. Procedure details: To a stirred solution of 3-amino-4-(methylamino)benzoic acid (9 g, 1.0 eq) in 50 mL water, was added 50 mL formic acid and heated at 85° C. overnight. The mixture was cooled, concentrated in vacuo, and dissolved in water. Then 2N HCl was added to adjust pH to 1-3. The suspension was filtered and washed with water to give the product (9.7 g, 84%). 1H NMR (400 MHz, DMSO-d6) δ 9.48 (s, 1H), 8.37 (s, 1H), 8.12 (d, J=8.8 Hz, 1H), 8.00 (d, J=8.8 Hz, 1H), 4.06 (s, 3H). Starting materials: BrC1=CC(=C2C=NN(C2=C1)C)C=1OC(=NN1)CN1CCN(CC1)C(C)C (6-Bromo-1-methyl-4-(5-{[4-(1-methylethyl)-1-piperazinyl]methyl}-1,3,4-oxadiazol-2-yl)-1H-indazole), CC1(OB(OC1(C)C)C1=C2C=CNC2=CC=C1)C (4-(4,4,5,5-tetramethyl-1,3,2-dioxaborolan-2-yl)-1H-indole), C([O-])([O-])=O.[Na+].[Na+] (sodium carbonate), 1,1-bis(diphenylphosphino)ferrocene palladium dichloride. Run in O1CCOCC1 (1,4-dioxane), O (water). Conditions: temperature 110 celsius. Yields the product N1C=CC2=C(C=CC=C12)C1=CC(=C2C=NN(C2=C1)C)C=1OC(=NN1)CN1CCN(CC1)C(C)C (6-(1H-Indol-4-yl)-1-methyl-4-(5-{[4-(1-methylethyl)-1-piperazinyl]methyl}-1,3,4-oxadiazol-2-yl)-1H-indazole). Isolated yield 41.0%. RXN SMILES: Br[C:2]1[CH:10]=[C:9]2[C:5]([CH:6]=[N:7][N:8]2[CH3:11])=[C:4]([C:12]2[O:13][C:14]([CH2:17][N:18]3[CH2:23][CH2:22][N:21]([CH:24]([CH3:26])[CH3:25])[CH2:20][CH2:19]3)=[N:15][N:16]=2)[CH:3]=1.CC1(C)C(C)(C)OB([C:35]2[CH:43]=[CH:42][CH:41]=[C:40]3[C:36]=2[CH:37]=[CH:38][NH:39]3)O1.C(=O)([O-])[O-].[Na+].[Na+]>O1CCOCC1.O>[NH:39]1[C:40]2[C:36](=[C:35]([C:2]3[CH:10]=[C:9]4[C:5]([CH:6]=[N:7][N:8]4[CH3:11])=[C:4]([C:12]4[O:13][C:14]([CH2:17][N:18]5[CH2:23][CH2:22][N:21]([CH:24]([CH3:26])[CH3:25])[CH2:20][CH2:19]5)=[N:15][N:16]=4)[CH:3]=3)[CH:43]=[CH:42][CH:41]=2)[CH:37]=[CH:38]1 |f:2.3.4|. Procedure details: 6-Bromo-1-methyl-4-(5-{[4-(1-methylethyl)-1-piperazinyl]methyl}-1,3,4-oxadiazol-2-yl)-1H-indazole (45 mg, 0.107 mmol), 4-(4,4,5,5-tetramethyl-1,3,2-dioxaborolan-2-yl)-1H-indole (26.1 mg, 0.107 mmol), sodium carbonate (34.1 mg, 0.322 mmol) and 1,1-bis(diphenylphosphino)ferrocene palladium dichloride (7.85 mg, 10.73 μmol) were added to a microwave vial and dissolved in 1,4-dioxane (0.5 ml) and water (0.5 ml). The reaction mixture was heated under microwave irradiation at 110° C. for 15 mins. The r... Reactants: O.NN (Hydrazine monohydrate), FC(C(=O)O)(F)F (Trifluoroacetic acid). The solvent is O (water). Yields the product [O-]C(=O)C(F)(F)F.[NH3+]N (Hydrazinium TFA). As a reaction SMILES: O.[NH2:2][NH2:3].[F:4][C:5]([F:10])([F:9])[C:6]([OH:8])=[O:7]>O>[O-:8][C:6]([C:5]([F:10])([F:9])[F:4])=[O:7].[NH3+:2][NH2:3] |f:0.1,4.5|. Procedure details: Hydrazine monohydrate (4.41 ml, 90.9 mmol) was added via syringe to a 250-ml round-bottom flask containing 50 ml of distilled water with stirring at room temperature. Trifluoroacetic acid (7.0 ml, 90.9 mmol) was added via syringe and the reaction was stirred at room temperature overnight. The water was removed in vacuo with heating to 80° C., yielding product as a colorless liquid.